describe an organic reaction: reactants, conditions, products, and yield From a dataset of the Open Reaction Database (ORD), a public repository of structured organic reaction records. Reactants: Clc1ccnc2cc(Br)sc12, O=C([O-])[O-], ClCCl, O=[N+]([O-])c1ccc(O)c(F)c1, [K+], [K+]. Product: O=[N+]([O-])c1ccc(Oc2ccnc3cc(Br)sc23)c(F)c1. As a reaction SMILES: [Br:1][c:2]1[cH:3][c:4]2[n:5][cH:6][cH:7][c:8]([Cl:11])[c:9]2[s:10]1.[C:12](=[O:13])([O-:14])[O-:15].[Cl:29][CH2:30][Cl:31].[F:18][c:19]1[c:20]([OH:28])[cH:21][cH:22][c:23]([N+:25](=[O:26])[O-:27])[cH:24]1.[K+:16].[K+:17]>>[Br:1][c:2]1[cH:3][c:4]2[n:5][cH:6][cH:7][c:8]([O:28][c:20]3[c:19]([F:18])[cH:24][c:23]([N+:25](=[O:26])[O-:27])[cH:22][cH:21]3)[c:9]2[s:10]1. Starting materials: FC1=CC=C(C=C1)C1NCCC1 ((RS)-2-(4-fluoro-phenyl)-pyrrolidine), C(#N)C1=CC=C(C=C1)S(=O)(=O)Cl (4-cyano-benzenesulfonyl chloride). Yields the product FC1=CC=C(C=C1)C1N(CCC1)S(=O)(=O)C1=CC=C(C=C1)C#N ((RS)-2-(4-Fluoro-phenyl)-1-(4-cyano-benzenesulfonyl)-pyrrolidine). Reaction SMILES: [F:1][C:2]1[CH:7]=[CH:6][C:5]([CH:8]2[CH2:12][CH2:11][CH2:10][NH:9]2)=[CH:4][CH:3]=1.[C:13]([C:15]1[CH:20]=[CH:19][C:18]([S:21](Cl)(=[O:23])=[O:22])=[CH:17][CH:16]=1)#[N:14]>>[F:1][C:2]1[CH:3]=[CH:4][C:5]([CH:8]2[CH2:12][CH2:11][CH2:10][N:9]2[S:21]([C:18]2[CH:17]=[CH:16][C:15]([C:13]#[N:14])=[CH:20][CH:19]=2)(=[O:23])=[O:22])=[CH:6][CH:7]=1. Procedure details: The title compound, off-white solid, m.p. 147° C. and MS: m/e=330 (M+) was prepared in accordance with the general method of example 1e from (RS)-2-(4-fluoro-phenyl)-pyrrolidine and 4-cyano-benzenesulfonyl chloride. Starting materials: CCCCCCC, ClCCl, CCOC(=O)c1nc(-c2ccc(Cl)cc2Cl)n(-c2ccc(Cl)cc2)c1CN1CCCC1, NC1CCCCC1, [Na+], O=C([O-])O. Product: O=C(NC1CCCCC1)c1nc(-c2ccc(Cl)cc2Cl)n(-c2ccc(Cl)cc2)c1CN1CCCC1. RXN SMILES: [CH3:47][CH2:48][CH2:49][CH2:50][CH2:51][CH2:52][CH3:53].[Cl:44][CH2:45][Cl:46].[Cl:8][c:9]1[cH:10][cH:11][c:12](-[n:15]2[c:16](-[c:31]3[c:32]([Cl:38])[cH:33][c:34]([Cl:37])[cH:35][cH:36]3)[n:17][c:18]([C:26](=[O:27])[O:28][CH2:29][CH3:30])[c:19]2[CH2:20][N:21]2[CH2:22][CH2:23][CH2:24][CH2:25]2)[cH:13][cH:14]1.[NH2:1][CH:2]1[CH2:3][CH2:4][CH2:5][CH2:6][CH2:7]1.[Na+:43].[O-:39][C:40]([OH:41])=[O:42]>>[NH:1]([CH:2]1[CH2:3][CH2:4][CH2:5][CH2:6][CH2:7]1)[C:26]([c:18]1[n:17][c:16](-[c:31]2[c:32]([Cl:38])[cH:33][c:34]([Cl:37])[cH:35][cH:36]2)[n:15](-[c:12]2[cH:11][cH:10][c:9]([Cl:8])[cH:14][cH:13]2)[c:19]1[CH2:20][N:21]1[CH2:22][CH2:23][CH2:24][CH2:25]1)=[O:27]. Run at temperature 20 celsius, time 20 hour. Solvent: CN(C=O)C (N,N-dimethylformamide). The product is C(C(=C)C)(=O)OCCNC(CC(=O)C)=O (acetoacetamidoethyl methacrylate). Starting materials: N1=CC=CC=C1 (Pyridine), Cl.C(C(=C)C)(=O)OCCN (2-aminoethyl methacrylate hydrochloride), C=C1CC(=O)O1 (diketene). Procedure details: Pyridine (16 g, 0.2 mole) was added dropwise at 0° C. to a solution of 2-aminoethyl methacrylate hydrochloride (33 g, 0.2 mole) and diketene (16.8 g, 0.2 mole) in N,N-dimethylformamide (600 ml). After the addition, the solution was stirred at 20° C. for 20 hours. The solvent was then removed at low vacuum. The residue was dissolved in chloroform (1200 ml), washed with water (twice with 200 ml), dried over anhydrous magnesium sulfate and filtered. Excess solvent was then removed. Distillation of ... Reaction SMILES: N1C=CC=CC=1.Cl.[C:8]([O:13][CH2:14][CH2:15][NH2:16])(=[O:12])[C:9]([CH3:11])=[CH2:10].[CH2:17]=[C:18]1[O:22][C:20](=[O:21])[CH2:19]1>CN(C)C=O>[C:8]([O:13][CH2:14][CH2:15][NH:16][C:20](=[O:21])[CH2:19][C:18]([CH3:17])=[O:22])(=[O:12])[C:9]([CH3:11])=[CH2:10] |f:1.2|. The yield is 60.0%. Yields the product Cc1cc(C(O)C(C)c2ccc(Oc3ccc(C#N)cc3)cc2Cl)ccn1. Reactants: Cc1cc(Br)ccn1, C1CCOC1, [Li]CCCC, CCCCCC, [Cl-], CC(C=O)c1ccc(Oc2ccc(C#N)cc2)cc1Cl, [NH4+]. As a reaction SMILES: [Br:6][c:7]1[cH:8][c:9]([CH3:13])[n:10][cH:11][cH:12]1.[CH2:42]1[O:43][CH2:44][CH2:45][CH2:46]1.[CH3:1][CH2:2][CH2:3][CH2:4][Li:5].[CH3:36][CH2:37][CH2:38][CH2:39][CH2:40][CH3:41].[Cl-:34].[Cl:14][c:15]1[cH:16][c:17]([O:18][c:19]2[cH:20][cH:21][c:22]([C:23]#[N:24])[cH:25][cH:26]2)[cH:27][cH:28][c:29]1[CH:30]([CH:31]=[O:32])[CH3:33].[NH4+:35]>>[c:7]1([CH:31]([CH:30]([c:29]2[c:15]([Cl:14])[cH:16][c:17]([O:18][c:19]3[cH:20][cH:21][c:22]([C:23]#[N:24])[cH:25][cH:26]3)[cH:27][cH:28]2)[CH3:33])[OH:32])[cH:8][c:9]([CH3:13])[n:10][cH:11][cH:12]1. The reactants are COC1=CC(=C(N)C=C1)[N+](=O)[O-] (4-Methoxy-2-nitroaniline), N1=CC=CC=C1 (pyridine), ClCCl (dichloromethane), C1(=CC=CC=C1)CC(=O)Cl (Phenylacetyl chloride), ClCCl (dichloromethane). Run at time 2 day. Yields the product COC1=CC(=C(C=C1)CC(=O)NC1=CC=CC=C1)[N+](=O)[O-] (4-Methoxy-2-nitrophenyl-N-phenylacetamide). As a reaction SMILES: [CH3:1][O:2][C:3]1[CH:9]=[CH:8][C:6](N)=[C:5]([N+:10]([O-:12])=[O:11])[CH:4]=1.[N:13]1[CH:18]=[CH:17][CH:16]=[CH:15][CH:14]=1.C1([CH2:25][C:26](Cl)=[O:27])C=CC=CC=1.Cl[CH2:30]Cl>>[CH3:1][O:2][C:3]1[CH:9]=[CH:8][C:6]([CH2:25][C:26]([NH:13][C:18]2[CH:17]=[CH:16][CH:15]=[CH:14][CH:30]=2)=[O:27])=[C:5]([N+:10]([O-:12])=[O:11])[CH:4]=1. Procedure: 4-Methoxy-2-nitroaniline (47.6 mmole, 8.0 g) is added to a solution of pyridine (71.4 mmole, 5.8 ml) in dichloromethane (130 ml). Phenylacetyl chloride (40.6 mmole, 6.3 ml) in dichloromethane (40 ml) is slowly added, and the mixture is stirred at room temperature for two days. The mixture is washed with 10% HCl (3×), the organic layer is dried with Na2SO4, is filtered and evaporated. Recrystallisation from ethyl acetate gives the title product. The reactants are C1(=CC=CC=C1)C(CCCCCCCCC=C)(O)C1=CC=CC=C1 (1,1-diphenyl-10-undecen-1-ol), COS(=O)(=O)OC (dimethylsulfate), CO (methanol), [H-].[Na+] (sodium hydride), CO (methanol). Run in C1CCOC1 (THF), C1CCOC1 (THF). Reaction conditions: time 4 hour. Yields the product C1(=CC=CC=C1)C(CCCCCCCCC=C)(OC)C1=CC=CC=C1 (11,11-diphenyl-11-methoxyundec-1-ene). RXN SMILES: [H-].[Na+].CO.[C:5]1([C:11]([C:23]2[CH:28]=[CH:27][CH:26]=[CH:25][CH:24]=2)([OH:22])[CH2:12][CH2:13][CH2:14][CH2:15][CH2:16][CH2:17][CH2:18][CH2:19][CH:20]=[CH2:21])[CH:10]=[CH:9][CH:8]=[CH:7][CH:6]=1.[CH3:29]OS(OC)(=O)=O>C1COCC1>[C:23]1([C:11]([C:5]2[CH:6]=[CH:7][CH:8]=[CH:9][CH:10]=2)([O:22][CH3:29])[CH2:12][CH2:13][CH2:14][CH2:15][CH2:16][CH2:17][CH2:18][CH2:19][CH:20]=[CH2:21])[CH:24]=[CH:25][CH:26]=[CH:27][CH:28]=1 |f:0.1|. Procedure details: To a mixture of 1.2 g of sodium hydride and 0.1 mL of methanol in 50 mL of THF was added a solution of 10 g of 1,1-diphenyl-10-undecen-1-ol in 20 mL of THF over 2 hrs. The mixture was stirred at room temperature for 4 hrs, then 3.5 mL of dimethylsulfate was added. The mixture was stirred for an additional 75 hrs, then 2 mL of methanol was added to quench any excess sodium hydride. The solvent was distilled in vacuo, the residue taken up in ether, and the solution washed with 10% by wt of hydroch...